This data is from the Open Reaction Database (ORD), a public repository of structured organic reaction records. The task is: describe an organic reaction: reactants, conditions, products, and yield The reactants are COc1c(N2CCC(C3(NC(=O)OC(C)(C)C)CC3)C2)ccc(C(=O)O)c1F, O=C(n1ccnc1)n1ccnc1, CCOC(=O)CC(=O)[O-], CC[O-], CC[O-], [Mg+2], C1CCOC1. Yields the product CCOC(=O)CC(=O)c1ccc(N2CCC(C3(NC(=O)OC(C)(C)C)CC3)C2)c(OC)c1F. As a reaction SMILES: [C:1]([CH3:2])([CH3:3])([CH3:4])[O:5][C:6](=[O:7])[NH:8][C:9]1([CH:12]2[CH2:13][N:14]([c:17]3[c:18]([O:27][CH3:28])[c:19]([F:26])[c:20]([C:21]([OH:22])=[O:23])[cH:24][cH:25]3)[CH2:15][CH2:16]2)[CH2:10][CH2:11]1.[C:29]([n:30]1[cH:31][cH:32][n:33][cH:34]1)([n:35]1[cH:36][cH:37][n:38][cH:39]1)=[O:40].[C:41]([CH2:42][C:43](=[O:44])[O-:45])(=[O:46])[O:47][CH2:48][CH3:49].[CH3:50][CH2:51][O-:52].[CH3:54][CH2:55][O-:56].[Mg+2:53].[O:57]1[CH2:58][CH2:59][CH2:60][CH2:61]1>>[C:1]([CH3:2])([CH3:3])([CH3:4])[O:5][C:6](=[O:7])[NH:8][C:9]1([CH:12]2[CH2:13][N:14]([c:17]3[c:18]([O:27][CH3:28])[c:19]([F:26])[c:20]([C:43]([CH2:42][C:41](=[O:46])[O:47][CH2:48][CH3:49])=[O:44])[cH:24][cH:25]3)[CH2:15][CH2:16]2)[CH2:10][CH2:11]1. Starting materials: CCN(C(=O)C(=O)N(C)C)C1CCC(OC)Cn2c1nc(C(=O)NCc1ccc(F)cc1)c(OS(C)(=O)=O)c2=O, CC(C)O, Cl, [Na+], [OH-]. Yields the product CCN(C(=O)C(=O)N(C)C)C1CCC(OC)Cn2c1nc(C(=O)NCc1ccc(F)cc1)c(O)c2=O. Reaction SMILES: [CH3:1][S:2](=[O:3])(=[O:4])[O:5][c:6]1[c:7]([C:30](=[O:31])[NH:32][CH2:33][c:34]2[cH:35][cH:36][c:37]([F:40])[cH:38][cH:39]2)[n:8][c:9]2[n:10]([c:28]1=[O:29])[CH2:11][CH:12]([O:26][CH3:27])[CH2:13][CH2:14][CH:15]2[N:16]([CH2:17][CH3:18])[C:19]([C:20](=[O:21])[N:22]([CH3:23])[CH3:24])=[O:25].[CH3:44][CH:45]([OH:46])[CH3:47].[ClH:43].[Na+:42].[OH-:41]>>[OH:5][c:6]1[c:7]([C:30](=[O:31])[NH:32][CH2:33][c:34]2[cH:35][cH:36][c:37]([F:40])[cH:38][cH:39]2)[n:8][c:9]2[n:10]([c:28]1=[O:29])[CH2:11][CH:12]([O:26][CH3:27])[CH2:13][CH2:14][CH:15]2[N:16]([CH2:17][CH3:18])[C:19]([C:20](=[O:21])[N:22]([CH3:23])[CH3:24])=[O:25]. Reactants: O=C1NC(=O)C2(CC(c3ccccc3F)Oc3ccc(Br)cc32)N1, C1COCCO1, COc1ccc(P2(=S)SP(=S)(c3ccc(OC)cc3)S2)cc1. Yields the product O=C1NC(=S)NC12CC(c1ccccc1F)Oc1ccc(Br)cc12. RXN SMILES: [Br:1][c:2]1[cH:3][c:4]2[c:9]([cH:10][cH:11]1)[O:8][CH:7]([c:12]1[c:13]([F:18])[cH:14][cH:15][cH:16][cH:17]1)[CH2:6][C:5]21[NH:19][C:20](=[O:24])[NH:21][C:22]1=[O:23].[CH2:47]1[O:48][CH2:49][CH2:50][O:51][CH2:52]1.[CH3:25][O:26][c:27]1[cH:28][cH:29][c:30]([P:31]2(=[S:34])[S:32][P:33]([c:35]3[cH:36][cH:37][c:38]([O:39][CH3:40])[cH:41][cH:42]3)(=[S:43])[S:44]2)[cH:45][cH:46]1>>[Br:1][c:2]1[cH:3][c:4]2[c:9]([cH:10][cH:11]1)[O:8][CH:7]([c:12]1[c:13]([F:18])[cH:14][cH:15][cH:16][cH:17]1)[CH2:6][C:5]21[NH:19][C:20](=[S:34])[NH:21][C:22]1=[O:23]. Reactants: C#Cc1ccc(-c2ccc(Cl)cc2)cn1, CC1(C)CCCC(C)(C)N1CCOc1ccc(I)cc1. Product: CC1(C)CCCC(C)(C)N1CCOc1ccc(C#Cc2ccc(-c3ccc(Cl)cc3)cn2)cc1. RXN SMILES: [Cl:21][c:22]1[cH:23][cH:24][c:25](-[c:28]2[cH:29][cH:30][c:31]([C:34]#[CH:35])[n:32][cH:33]2)[cH:26][cH:27]1.[I:1][c:2]1[cH:3][cH:4][c:5]([O:6][CH2:7][CH2:8][N:9]2[C:10]([CH3:17])([CH3:18])[CH2:11][CH2:12][CH2:13][C:14]2([CH3:15])[CH3:16])[cH:19][cH:20]1>>[c:2]1([C:35]#[C:34][c:31]2[cH:30][cH:29][c:28](-[c:25]3[cH:24][cH:23][c:22]([Cl:21])[cH:27][cH:26]3)[cH:33][n:32]2)[cH:3][cH:4][c:5]([O:6][CH2:7][CH2:8][N:9]2[C:10]([CH3:17])([CH3:18])[CH2:11][CH2:12][CH2:13][C:14]2([CH3:15])[CH3:16])[cH:19][cH:20]1. Starting materials: ClC=1C=C(C(=O)O)C=CC1OC(C)C (3-Chloro-4-[(1-methylethyl)oxy]benzoic acid), C=1C=CC2=C(C1)N=NN2O (HOBT), CCN=C=NCCCN(C)C (EDCI), CN(C)C=O (DMF), CN(C)C=O (DMF). As a reaction SMILES: [Cl:1][C:2]1[CH:3]=[C:4]([CH:8]=[CH:9][C:10]=1[O:11][CH:12]([CH3:14])[CH3:13])[C:5]([OH:7])=O.[CH:15]1[CH:16]=[CH:17][C:18]2N(O)N=[N:21][C:19]=2C=1.CCN=C=N[CH2:30][CH2:31][CH2:32][N:33]([CH3:35])C.C[N:37](C=O)C>>[Cl:1][C:2]1[CH:3]=[C:4]([C:5]2[O:7][N:21]=[C:19]([C:18]3[CH:17]=[C:16]4[C:32](=[CH:31][CH:30]=3)[NH:33][CH:35]=[CH:15]4)[N:37]=2)[CH:8]=[CH:9][C:10]=1[O:11][CH:12]([CH3:14])[CH3:13]. Procedure: D4 (7.55 g), HOBT (5.23 g) and EDCI (7.42 g) were dissolved in DMF (88 ml). This mixture was stirred for 10 minutes and then the yellow-orange solid from above (6.16 g) dissolved in DMF (88 ml) was added. The reaction mixture was heated to 80° C. overnight then evaporated and partitioned between EtOAc and H2O. The phases were separated and the aqueous solution extracted with two further portions of EtOAc. The combined organic solutions were dried and evaporated. Part of the crude residue was pur... Product: ClC=1C=C(C=CC1OC(C)C)C1=NC(=NO1)C=1C=C2C=CNC2=CC1 (5-(5-{3-Chloro-4-[(1-methylethyl)oxy]phenyl}-1,2,4-oxadiazol-3-yl)-1H-indole). Conditions: temperature 80 celsius, time 10 minute. Run in C1COC2=C[C-]=CC=C2O1.[Mg+2].[Br-] (3,4-(ethylenedioxy)phenylmagnesium bromide). Reaction SMILES: CON(C)[C:4]([C:6]1[C:15](=[O:16])[C:14]2[C:9](=[CH:10][CH:11]=[CH:12][CH:13]=2)[N:8]([CH2:17][C:18]2[CH:23]=[CH:22][CH:21]=[C:20]([CH3:24])[N:19]=2)[CH:7]=1)=[O:5].[CH2:26]1[CH2:30][O:29][CH2:28][CH2:27]1>C1OC2C(=C[C-]=CC=2)OC1.[Mg+2].[Br-]>[O:5]1[C:4]2[CH:6]=[CH:15][C:14]([C:4]([C:6]3[C:15](=[O:16])[C:14]4[C:9](=[CH:10][CH:11]=[CH:12][CH:13]=4)[N:8]([CH2:17][C:18]4[CH:23]=[CH:22][CH:24]=[C:20]([CH3:21])[N:19]=4)[CH:7]=3)=[O:5])=[CH:27][C:28]=2[O:29][CH2:30][CH2:26]1 |f:2.3.4|. Yields the product O1CCOC2=C1C=CC(=C2)C(=O)C2=CN(C1=CC=CC=C1C2=O)CC2=NC(=CC=C2)C (3-(2,3-Dihydro-benzo[1,4]dioxine-6-carbonyl)-1-(6-methyl-pyridin-2-ylmethyl)-1H-quinolin-4-one). Reactants: CON(C(=O)C1=CN(C2=CC=CC=C2C1=O)CC1=NC(=CC=C1)C)C (1-(6-methyl-pyridin-2-ylmethyl)-4-oxo-1,4-dihydro-quinoline-3-carboxylic acid methoxy-methyl-amide), white solid, C1CCOC1 (THF). Procedure: Experimental conditions analogous to those described for Step 6 of Example 60, from 161 mg (0.48 mmol) of 1-(6-methyl-pyridin-2-ylmethyl)-4-oxo-1,4-dihydro-quinoline-3-carboxylic acid methoxy-methyl-amide in 2.5 mL THF and 2.4 mL 0.5M 3,4-(ethylenedioxy)phenylmagnesium bromide. Yield: 65 mg of a white solid. LC-MSD, m/z for C25H20N2O4 [M+H]+=413.1; HPLC retention time: 1.8 min.